From a dataset of the Open Reaction Database (ORD), a public repository of structured organic reaction records. describe an organic reaction: reactants, conditions, products, and yield Starting materials: [Al+3], COCCOC, C=CC1CC1(C(=O)OC)C(=O)OC, [Cl-], [Cl-], [Cl-], Cl. The product is C=CC(Cl)CC(C(=O)OC)C(=O)OC. As a reaction SMILES: [Al+3:16].[CH3:19][O:20][CH2:21][CH2:22][O:23][CH3:24].[CH:2](=[CH2:3])[CH:4]1[C:5]([C:7](=[O:8])[O:9][CH3:10])([C:11](=[O:12])[O:13][CH3:14])[CH2:6]1.[Cl-:15].[Cl-:17].[Cl-:18].[ClH:1]>>[Cl:1][CH:4]([CH:2]=[CH2:3])[CH2:6][CH:5]([C:7](=[O:8])[O:9][CH3:10])[C:11](=[O:12])[O:13][CH3:14]. The reactants are C1CCOC1, CS(=O)(=O)Cl, Cc1c(Cl)cccc1N1CN(C(=O)CN(CCN)C(=O)c2cccc(Cl)c2)CC1=O. Product: Cc1c(Cl)cccc1N1CN(C(=O)CN(CCNS(C)(=O)=O)C(=O)c2cccc(Cl)c2)CC1=O. Reaction SMILES: [CH2:36]1[O:37][CH2:38][CH2:39][CH2:40]1.[CH3:31][S:32]([Cl:33])(=[O:34])=[O:35].[NH2:1][CH2:2][CH2:3][N:4]([C:5]([c:6]1[cH:7][c:8]([Cl:12])[cH:9][cH:10][cH:11]1)=[O:13])[CH2:14][C:15](=[O:16])[N:17]1[CH2:18][N:19]([c:23]2[c:24]([CH3:30])[c:25]([Cl:29])[cH:26][cH:27][cH:28]2)[C:20](=[O:22])[CH2:21]1>>[NH:1]([CH2:2][CH2:3][N:4]([C:5]([c:6]1[cH:7][c:8]([Cl:12])[cH:9][cH:10][cH:11]1)=[O:13])[CH2:14][C:15](=[O:16])[N:17]1[CH2:18][N:19]([c:23]2[c:24]([CH3:30])[c:25]([Cl:29])[cH:26][cH:27][cH:28]2)[C:20](=[O:22])[CH2:21]1)[S:32]([CH3:31])(=[O:34])=[O:35]. Starting materials: Cl.ClCCNC(=O)NCC1=C(C(=NC=C1CO)C)O (1-(2-chloroethyl)-3-[(2-methyl-3-hydroxy-5-hydroxymethylpyridine-4-yl)methyl] urea.hydrochloride), Cl (hydrochloric acid), N(=O)[O-].[Na+] (sodium nitrite). Conditions: time 1.5 hour. Yields the product Cl.ClCCN(C(=O)NCC1=C(C(=NC=C1CO)C)O)N=O (1-(2-Chloroethyl)-1-nitroso-3-[(2-methyl-3-hydroxy-5-hydroxymethylpyridine-4-yl)methyl]-urea.hydrochloride). As a reaction SMILES: Cl.[Cl:2][CH2:3][CH2:4][NH:5][C:6]([NH:8][CH2:9][C:10]1[C:15]([CH2:16][OH:17])=[CH:14][N:13]=[C:12]([CH3:18])[C:11]=1[OH:19])=[O:7].Cl.[N:21]([O-])=[O:22].[Na+]>>[ClH:2].[Cl:2][CH2:3][CH2:4][N:5]([N:21]=[O:22])[C:6]([NH:8][CH2:9][C:10]1[C:15]([CH2:16][OH:17])=[CH:14][N:13]=[C:12]([CH3:18])[C:11]=1[OH:19])=[O:7] |f:0.1,3.4,5.6|. Reported procedure: To a solution of 1 g. of 1-(2-chloroethyl)-3-[(2-methyl-3-hydroxy-5-hydroxymethylpyridine-4-yl)methyl] urea.hydrochloride in 10 ml. of 5% hydrochloric acid was added gradually 0.4 g. of sodium nitrite at 0° - 5° C. while stirring. After completion of the addition, the reaction mixture was stirred at 0° - 5° C. for additional 1.5 hours. The crystalline substances separated in situ during the stirring were recovered by filtration and recrystallized from 8 ml. of ethanol to give 0.1 g. of the pure ... Reactants: C(C)C=1C=C(C=O)C=CC1O (3-ethyl-4-hydroxy-benzaldehyde), C(=O)([O-])[O-].[K+].[K+] (K2CO3), C(C)(C)I (isopropyl iodide), ice. Solvent: CN(C)C=O (DMF). Conditions: time 12 hour. Yields the product C(C)C=1C=C(C=O)C=CC1OC(C)C (3-Ethyl-4-isopropoxy-benzaldehyde), oil. Isolated yield 61.0%. Reaction SMILES: [CH2:1]([C:3]1[CH:4]=[C:5]([CH:8]=[CH:9][C:10]=1[OH:11])[CH:6]=[O:7])[CH3:2].C([O-])([O-])=O.[K+].[K+].[CH:18](I)([CH3:20])[CH3:19]>CN(C=O)C>[CH2:1]([C:3]1[CH:4]=[C:5]([CH:8]=[CH:9][C:10]=1[O:11][CH:18]([CH3:20])[CH3:19])[CH:6]=[O:7])[CH3:2] |f:1.2.3|. Procedure details: A mixture of the 3-ethyl-4-hydroxy-benzaldehyde (7.8 g, 51.9 mmol) obtained in Example 179.1, K2CO3 (10.8 g, 78 mmol) and isopropyl iodide (7.86 ml, 78 mmol) was heated in DMF (65 ml) for 3 h. to 80° C. and subsequently stirred for 12 h. at room temperature. The mixture was poured into ice-cold 0.5M HCl and extracted with diethyl ether. The organic phase was washed with NaCl solution, dried, filtered and concentrated. The residue was purified by chromatography (SiO2, hexane/EtOAc 4:1). 3-Ethyl-4... Reactants: O.NN (Hydrazine monohydrate), ON1N=NC2=C1C=CC=C2 (1-hydroxybenzotriazole), Cl.C(C)N=C=NCCCN(C)C (1-ethyl-3-(3-dimethylaminopropyl)carbodiimide hydrochloride), C(C1=CC=CC=C1)OC(=O)N[C@@H]1CC[C@@H](C(=O)O)OC1 (2,6-Anhydro-5-{[(benzyloxy)carbonyl]amino}-3,4,5-trideoxy-L-erythro-hexonic acid). The solvent is CN(C=O)C (N,N-dimethylformamide). Conditions: time 18 hour. Product: N(N)C(=O)[C@@H]1CC[C@H](CO1)NC(OCC1=CC=CC=C1)=O (Benzyl [(3R,6S)-6-(hydrazinocarbonyl)tetrahydro-2H-pyran-3-yl]carbamate). The yield is 86.1%. As a reaction SMILES: O.NN.O[N:5]1C2C=CC=CC=2N=[N:6]1.Cl.C(N=C=NCCCN(C)C)C.[CH2:26]([O:33][C:34]([NH:36][C@H:37]1[CH2:45][O:44][C@H:40]([C:41](O)=[O:42])[CH2:39][CH2:38]1)=[O:35])[C:27]1[CH:32]=[CH:31][CH:30]=[CH:29][CH:28]=1>CN(C)C=O>[NH:5]([C:41]([C@H:40]1[O:44][CH2:45][C@H:37]([NH:36][C:34](=[O:35])[O:33][CH2:26][C:27]2[CH:32]=[CH:31][CH:30]=[CH:29][CH:28]=2)[CH2:38][CH2:39]1)=[O:42])[NH2:6] |f:0.1,3.4|. Procedure details: Hydrazine monohydrate (0.23 ml, 3.86 mmol), 1-hydroxybenzotriazole (434 mg, 3.21 mmol), and 1-ethyl-3-(3-dimethylaminopropyl)carbodiimide hydrochloride (740 mg, 3.86 mmol) were added to an N,N-dimethylformamide (16 ml) solution of the compound (898 mg, 3.21 mmol) obtained in Step 3 above at room temperature and the resulting mixture was stirred for 18 hours. The reaction mixture was subjected to extraction with chloroform:methanol [10:1 (v/v)] and the organic layer was washed with saturated sodi... Starting materials: Cl.COC(CCCN(C(=O)C1(NCC1)C)CC1=CC=C(C=C1)Cl)=O (4-[(4-chloro-benzyl)-(2-methyl-azetidine-2-carbonyl)-amino]-butyric acid methyl ester hydrochloride), Intermediate 23, TEA, CC=1C=C(C=C(C1)C)N=C=O (3,5-dimethyl-phenyl-isocyanate). Solvent: C1CCOC1 (THF). Conditions: temperature 20 celsius, time 15 hour. Yields the product COC(CCCN(C(=O)C1(N(CC1)C(NC1=CC(=CC(=C1)C)C)=O)C)CC1=CC=C(C=C1)Cl)=O (4-{(4-chloro-benzyl)-[1-(3,5-dimethyl-phenylcarbamoyl)-2-methyl-azetidine-2-carbonyl]-amino}-butyric acid methyl ester). RXN SMILES: Cl.[CH3:2][O:3][C:4](=[O:24])[CH2:5][CH2:6][CH2:7][N:8]([CH2:16][C:17]1[CH:22]=[CH:21][C:20]([Cl:23])=[CH:19][CH:18]=1)[C:9]([C:11]1([CH3:15])[CH2:14][CH2:13][NH:12]1)=[O:10].[CH3:25][C:26]1[CH:27]=[C:28]([N:33]=[C:34]=[O:35])[CH:29]=[C:30]([CH3:32])[CH:31]=1>C1COCC1>[CH3:2][O:3][C:4](=[O:24])[CH2:5][CH2:6][CH2:7][N:8]([CH2:16][C:17]1[CH:18]=[CH:19][C:20]([Cl:23])=[CH:21][CH:22]=1)[C:9]([C:11]1([CH3:15])[CH2:14][CH2:13][N:12]1[C:34](=[O:35])[NH:33][C:28]1[CH:29]=[C:30]([CH3:32])[CH:31]=[C:26]([CH3:25])[CH:27]=1)=[O:10] |f:0.1|. Procedure details: To a solution of 4-[(4-chloro-benzyl)-(2-methyl-azetidine-2-carbonyl)-amino]-butyric acid methyl ester hydrochloride, Intermediate 23 (1 eq.) and TEA (5 eq.) in THF under nitrogen was added 3,5-dimethyl-phenyl-isocyanate (1.5 eq.). The reaction was stirred for 15 h at 20° C. The crude was partitioned between a saturated aqueous solution of NaHCO3 and EtOAc. The organic layer was washed with water and brine, dried over MgSO4, filtered and concentrated under reduced pressure. The crude was purifie...